This data is from the Open Reaction Database (ORD), a public repository of structured organic reaction records. The task is: describe an organic reaction: reactants, conditions, products, and yield RXN SMILES: [CH3:13][N:14]1[CH2:15][CH2:16][NH:17][CH2:18][CH2:19]1.[CH:20]([Cl:21])([Cl:22])[Cl:23].[Cl:1][c:2]1[cH:3][c:4]([CH3:12])[c:5]2[c:6]([n:7][c:8]([SH:10])[o:9]2)[cH:11]1>>[Cl:1][c:2]1[cH:3][c:4]([CH3:12])[c:5]2[c:6]([n:7][c:8]([N:17]3[CH2:16][CH2:15][N:14]([CH3:13])[CH2:19][CH2:18]3)[o:9]2)[cH:11]1. Product: Cc1cc(Cl)cc2nc(N3CCN(C)CC3)oc12. The reactants are CN1CCNCC1, ClC(Cl)Cl, Cc1cc(Cl)cc2nc(S)oc12. Reactants: COC(=O)C1=C(N=C(S1)C)C1=CC=C(C=C1)OC (4-(4-Methoxy-phenyl)-2-methyl-thiazole-5-carboxylic acid methyl ester), C1CC(=O)N(C1=O)Br (NBS), CC(C)(C#N)N=NC(C)(C)C#N (AIBN). The solvent is C(Cl)(Cl)(Cl)Cl (CCl4). Conditions: temperature 100 celsius. The product is COC(=O)C1=C(N=C(S1)CBr)C1=CC=C(C=C1)OC (2-Bromomethyl-4-(4-methoxy-phenyl)-thiazole-5-carboxylic acid methyl ester). The yield is 24.2%. As a reaction SMILES: [CH3:1][O:2][C:3]([C:5]1[S:9][C:8]([CH3:10])=[N:7][C:6]=1[C:11]1[CH:16]=[CH:15][C:14]([O:17][CH3:18])=[CH:13][CH:12]=1)=[O:4].C1C(=O)N([Br:26])C(=O)C1.CC(N=NC(C#N)(C)C)(C#N)C>C(Cl)(Cl)(Cl)Cl>[CH3:1][O:2][C:3]([C:5]1[S:9][C:8]([CH2:10][Br:26])=[N:7][C:6]=1[C:11]1[CH:12]=[CH:13][C:14]([O:17][CH3:18])=[CH:15][CH:16]=1)=[O:4]. Procedure: To the solution of 4-(4-Methoxy-phenyl)-2-methyl-thiazole-5-carboxylic acid methyl ester (0.25 g, 0.94 mmol) in the 20 ml of CCl4 was added NBS (0.16 g, 0.94 mmol) and AIBN (0.015 g, 0.094 mmol). The reaction mixture was heated at 100° C. for 2 h under nitrogen atmosphere. After the completion of the reaction mixture (TLC monitoring), the reaction mixture was evaporated to dryness under reduced pressure and the residue was purified by column chromatography on silica (230-400 M) using 10% ethyl a... Starting materials: COC(=O)C=1NC(C2=CC(=C(C=C2C1C1=CC=NC=C1)OC)OC)=O (3-methoxycarbonyl-4-(4-pyridyl)-6,7-dimethoxyisoquinolin-1(2H)-one), P(=O)(Cl)(Cl)Cl (phosphorus oxychloride). Run at time 20 minute. The product is ClC1=NC(=C(C2=CC(=C(C=C12)OC)OC)C1=CC=NC=C1)C(=O)OC (1-chloro-3-methoxycarbonyl-4-(4-pyridyl)-6,7-dimethoxyisoquinoline). As a reaction SMILES: [CH3:1][O:2][C:3]([C:5]1[NH:6][C:7](=O)[C:8]2[C:13]([C:14]=1[C:15]1[CH:20]=[CH:19][N:18]=[CH:17][CH:16]=1)=[CH:12][C:11]([O:21][CH3:22])=[C:10]([O:23][CH3:24])[CH:9]=2)=[O:4].P(Cl)(Cl)([Cl:28])=O>>[Cl:28][C:7]1[C:8]2[C:13](=[CH:12][C:11]([O:21][CH3:22])=[C:10]([O:23][CH3:24])[CH:9]=2)[C:14]([C:15]2[CH:20]=[CH:19][N:18]=[CH:17][CH:16]=2)=[C:5]([C:3]([O:2][CH3:1])=[O:4])[N:6]=1. Procedure: To phosphorus oxychloride (100 ml) is added 3-methoxycarbonyl-4-(4-pyridyl)-6,7-dimethoxyisoquinolin-1(2H)-one (6 g), and the mixture is heated under reflux for 2.5 hours. The reaction mixture is concentrated, and thereto is added chloroform. To the mixture is further added gradually a saturated aqueous sodium hydrogen carbonate solution, and the mixture is stirred for 20 minutes. The organic layer is collected, dried, and concentrated. The residue is purified by silica gel chromatography (solve... Reactants: O (H2O), CC(=O)[O-].[Na+] (NaOAc), N#CBr (CNBr), CC=1C(=NC=C(C1)C)CN(C1CCNCC1)CC1=NC=CC=C1C(C)C ((3,5-Dimethyl-pyridin-2-ylmethyl)-(3-isopropyl-pyridin-2-ylmethyl)-piperidin-4-yl-amine). The solvent is CO (MeOH). Run at temperature 0 celsius, time 6 hour. The product is CC=1C(=NC=C(C1)C)CN(C1CCN(CC1)C#N)CC1=NC=CC=C1C(C)C (4-[(3,5-dimethyl-pyridin-2-ylmethyl)-(3-isopropyl-pyridin-2-ylmethyl)-amino]-piperidine-1-carbonitrile). The yield is 78.9%. Reaction SMILES: [CH3:1][C:2]1[C:3]([CH2:9][N:10]([CH2:17][C:18]2[C:23]([CH:24]([CH3:26])[CH3:25])=[CH:22][CH:21]=[CH:20][N:19]=2)[CH:11]2[CH2:16][CH2:15][NH:14][CH2:13][CH2:12]2)=[N:4][CH:5]=[C:6]([CH3:8])[CH:7]=1.CC([O-])=O.[Na+].[N:32]#[C:33]Br.O>CO>[CH3:1][C:2]1[C:3]([CH2:9][N:10]([CH2:17][C:18]2[C:23]([CH:24]([CH3:26])[CH3:25])=[CH:22][CH:21]=[CH:20][N:19]=2)[CH:11]2[CH2:16][CH2:15][N:14]([C:33]#[N:32])[CH2:13][CH2:12]2)=[N:4][CH:5]=[C:6]([CH3:8])[CH:7]=1 |f:1.2|. Procedure: (3,5-Dimethyl-pyridin-2-ylmethyl)-(3-isopropyl-pyridin-2-ylmethyl)-piperidin-4-yl-amine (0.16 g, 0.45 mmol) was dissolved in MeOH (4 mL) and cooled to 0° C. NaOAc (112 mg, 1.4 mmol) and CNBr (68 mg, 0.64 mmol) were added and the solution was slowly warmed to room temperature and stirred for 6 hours. H2O (15 mL) was added and the solution was extracted with CH2Cl2 (3×30 mL). The combined organics were dried (Na2SO4) and concentrated under reduced pressure to afford 4-[(3,5-dimethyl-pyridin-2-ylme... Reactants: CCOc1ccc(-c2ccc(C3CCC4(CC3)OCCO4)c(F)c2F)c(F)c1F, Cc1ccccc1, O=CO, O. Yields the product CCOc1ccc(-c2ccc(C3CCC(=O)CC3)c(F)c2F)c(F)c1F. As a reaction SMILES: [CH2:1]([CH3:2])[O:3][c:4]1[c:5]([F:29])[c:6]([F:28])[c:7](-[c:10]2[c:11]([F:27])[c:12]([F:26])[c:13]([CH:16]3[CH2:17][CH2:18][C:19]4([O:20][CH2:23][CH2:22][O:21]4)[CH2:24][CH2:25]3)[cH:14][cH:15]2)[cH:8][cH:9]1.[CH3:33][c:34]1[cH:35][cH:36][cH:37][cH:38][cH:39]1.[CH:30]([OH:31])=[O:32].[OH2:40]>>[CH2:1]([CH3:2])[O:3][c:4]1[c:5]([F:29])[c:6]([F:28])[c:7](-[c:10]2[c:11]([F:27])[c:12]([F:26])[c:13]([CH:16]3[CH2:17][CH2:18][C:19](=[O:20])[CH2:24][CH2:25]3)[cH:14][cH:15]2)[cH:8][cH:9]1. Reactants: C(C)OC(CC1=CC(=C(C=C1)OCC1=CC=CC=C1)B1OC(C(O1)(C)C)(C)C)=O ([4-benzyloxy-3-(4,4,5,5-tetramethyl-[1,3,2]dioxaborolan-2-yl)-phenyl]-acetic acid ethyl ester), BrC1=C(C=O)C=C(C=C1)C(F)(F)F (2-bromo-5-(trifluoromethyl)benzaldehyde). Product: C(C)OC(CC=1C=C(C(=CC1)OCC1=CC=CC=C1)C1=C(C=C(C=C1)C(F)(F)F)C=O)=O ((6-Benzyloxy-2′-formyl-4′-trifluoromethyl-biphenyl-3-yl)-acetic acid ethyl ester). Reaction SMILES: [CH2:1]([O:3][C:4](=[O:29])[CH2:5][C:6]1[CH:11]=[CH:10][C:9]([O:12][CH2:13][C:14]2[CH:19]=[CH:18][CH:17]=[CH:16][CH:15]=2)=[C:8](B2OC(C)(C)C(C)(C)O2)[CH:7]=1)[CH3:2].Br[C:31]1[CH:38]=[CH:37][C:36]([C:39]([F:42])([F:41])[F:40])=[CH:35][C:32]=1[CH:33]=[O:34]>>[CH2:1]([O:3][C:4](=[O:29])[CH2:5][C:6]1[CH:7]=[C:8]([C:31]2[CH:38]=[CH:37][C:36]([C:39]([F:42])([F:41])[F:40])=[CH:35][C:32]=2[CH:33]=[O:34])[C:9]([O:12][CH2:13][C:14]2[CH:15]=[CH:16][CH:17]=[CH:18][CH:19]=2)=[CH:10][CH:11]=1)[CH3:2]. Procedure details: Prepared according to the procedure described in Example 1, Step 4, using the following starting materials: [4-benzyloxy-3-(4,4,5,5-tetramethyl-[1,3,2]dioxaborolan-2-yl)-phenyl]-acetic acid ethyl ester and 2-bromo-5-(trifluoromethyl)benzaldehyde.